From a dataset of the Open Reaction Database (ORD), a public repository of structured organic reaction records. describe an organic reaction: reactants, conditions, products, and yield Starting materials: N#Cc1ccc2c(c1)Sc1ccccc1CC2, ClCCl, [Ca+2], O=C(OO)c1cccc(Cl)c1, [OH-], [OH-]. Yields the product N#Cc1ccc2c(c1)S(=O)(=O)c1ccccc1CC2. As a reaction SMILES: [C:1](#[N:2])[c:3]1[cH:4][cH:5][c:6]2[c:7]([cH:17]1)[S:8][c:9]1[c:10]([cH:13][cH:14][cH:15][cH:16]1)[CH2:11][CH2:12]2.[CH2:32]([Cl:33])[Cl:34].[Ca+2:30].[Cl:18][c:19]1[cH:20][cH:21][cH:22][c:23]([C:24]([O:25][OH:26])=[O:27])[cH:28]1.[OH-:29].[OH-:31]>>[C:1](#[N:2])[c:3]1[cH:4][cH:5][c:6]2[c:7]([cH:17]1)[S:8](=[O:29])(=[O:31])[c:9]1[c:10]([cH:13][cH:14][cH:15][cH:16]1)[CH2:11][CH2:12]2. Yields the product COc1ccc(F)c(-c2cc(CO)ccc2C(C)(C)C)c1. Reaction SMILES: [Al+3:30].[CH2:24]1[O:25][CH2:26][CH2:27][CH2:28]1.[CH3:1][C:2]([CH3:3])([CH3:4])[c:5]1[cH:6][cH:7][c:8]([C:20](=[O:21])[O:22][CH3:23])[cH:9][c:10]1-[c:11]1[c:12]([F:19])[cH:13][cH:14][c:15]([O:17][CH3:18])[cH:16]1.[H-:29].[H-:32].[H-:33].[H-:34].[Li+:31].[Na+:36].[OH-:35]>>[CH3:1][C:2]([CH3:3])([CH3:4])[c:5]1[cH:6][cH:7][c:8]([CH2:20][OH:21])[cH:9][c:10]1-[c:11]1[c:12]([F:19])[cH:13][cH:14][c:15]([O:17][CH3:18])[cH:16]1. Reactants: [Al+3], C1CCOC1, COC(=O)c1ccc(C(C)(C)C)c(-c2cc(OC)ccc2F)c1, [H-], [H-], [H-], [H-], [Li+], [Na+], [OH-].